Dataset: the Open Reaction Database (ORD), a public repository of structured organic reaction records. Task: describe an organic reaction: reactants, conditions, products, and yield Starting materials: C(C)(=O)SCC(C(=O)O)CCCN (2-Acetylthiomethyl-5-aminopentanoic acid). Solvent: O (water), N (ammonia). The product is NCCCC(C(=O)O)CS (5-Amino-2-mercaptomethylpentanoic acid). As a reaction SMILES: C([S:4][CH2:5][CH:6]([CH2:10][CH2:11][CH2:12][NH2:13])[C:7]([OH:9])=[O:8])(=O)C>O.N>[NH2:13][CH2:12][CH2:11][CH2:10][CH:6]([CH2:5][SH:4])[C:7]([OH:9])=[O:8]. Reported procedure: 2-Acetylthiomethyl-5-aminopentanoic acid (1 g.) is dissolved in a mixture of water (12 ml.) and concentrated ammonia (12 ml.) under a blanket of argon. The solution is stored for twenty minutes at room temperature and concentrated to dryness in vacuo. The residue is applied to a column of Dowex 50 in the hydrogen cycle, the column is washed with water and 5-amino-2-mercaptomethylpentanoic acid is eluted with 2M pyridine-acetate buffer pH 6.5.